Dataset: the Open Reaction Database (ORD), a public repository of structured organic reaction records. Task: describe an organic reaction: reactants, conditions, products, and yield Reaction SMILES: [C:32]([O:33][BH-:34]([O:35][C:36](=[O:37])[CH3:38])[O:39][C:40](=[O:41])[CH3:42])(=[O:43])[CH3:44].[Cl:1][c:2]1[n:3][c:4]([N:14]2[CH2:15][CH2:16][O:17][CH2:18][CH2:19]2)[c:5]2[n:6][c:7]([CH:12]=[O:13])[n:8]([CH3:11])[c:9]2[n:10]1.[Na+:45].[O:20]1[CH2:21][CH2:22][CH:23]([N:26]2[CH2:27][CH2:28][NH:29][CH2:30][CH2:31]2)[CH2:24][CH2:25]1>>[Cl:1][c:2]1[n:3][c:4]([N:14]2[CH2:15][CH2:16][O:17][CH2:18][CH2:19]2)[c:5]2[n:6][c:7]([CH2:12][N:29]3[CH2:28][CH2:27][N:26]([CH:23]4[CH2:22][CH2:21][O:20][CH2:25][CH2:24]4)[CH2:31][CH2:30]3)[n:8]([CH3:11])[c:9]2[n:10]1. Reactants: CC(=O)O[BH-](OC(C)=O)OC(C)=O, Cn1c(C=O)nc2c(N3CCOCC3)nc(Cl)nc21, [Na+], C1CN(C2CCOCC2)CCN1. Yields the product Cn1c(CN2CCN(C3CCOCC3)CC2)nc2c(N3CCOCC3)nc(Cl)nc21. Reactants: C(=C)C1=CC=C(C(=O)O)C=C1 (para-vinyl benzoic acid), C(C(=O)Cl)(=O)Cl (Oxalyl chloride), C(C(=O)Cl)(=O)Cl (oxalyl chloride). Solvent: C1=CC=CC=C1 (benzene). Conditions: time 8 hour. The product is C(=C)C1=CC=C(C(=O)Cl)C=C1 (para-vinyl benzoyl chloride). RXN SMILES: [CH:1]([C:3]1[CH:11]=[CH:10][C:6]([C:7](O)=[O:8])=[CH:5][CH:4]=1)=[CH2:2].C(Cl)(=O)C([Cl:15])=O>C1C=CC=CC=1>[CH:1]([C:3]1[CH:11]=[CH:10][C:6]([C:7]([Cl:15])=[O:8])=[CH:5][CH:4]=1)=[CH2:2]. Procedure details: To a clean round bottom flask with an argon atmosphere and equipped with a magnetic stir bar is added para-vinyl benzoic acid (10 g, 0.067 mole) which is suspended in benzene (25 ml). Oxalyl chloride (25 g, 0.197 mole) is added to the flask. The mixture is stirred for 8 hours and continuously flushed with a continuous stream of argon to purge the system of the gases generated during the reaction. Solvent and excess oxalyl chloride is stripped off under vacuum. Finally, the product is distilled u... Solvent: CCOCC (Et2O). Conditions: time 1.5 hour. Reported procedure: Lithium aluminium hydride (83.5 ml, 1M solution in THF) was added dropwise to a suspension of the subtitle product of step i) (7.1 g) in Et2O (180 ml) at a rate that maintained gentle reflux. Upon complete addition the reaction was stirred for 1.5 h. 15% sodium hydroxide solution was added dropwise until no effervescence was observed. The resulting white precipitate was filtered and the filtrate diluted with H2O (100 ml). The organics were removed in vacuo and the residue extracted with Et2O (10... Product: FC1=C(C=CC=C1OC)CO ((2-Fluoro-3-methoxyphenyl)methanol). The reactants are [H-].[Al+3].[Li+].[H-].[H-].[H-] (Lithium aluminium hydride), FC1=C(C(=O)O)C=CC=C1OC (2-Fluoro-3-methoxybenzoic acid), [OH-].[Na+] (sodium hydroxide). Reaction SMILES: [H-].[Al+3].[Li+].[H-].[H-].[H-].[F:7][C:8]1[C:16]([O:17][CH3:18])=[CH:15][CH:14]=[CH:13][C:9]=1[C:10](O)=[O:11].[OH-].[Na+]>CCOCC>[F:7][C:8]1[C:16]([O:17][CH3:18])=[CH:15][CH:14]=[CH:13][C:9]=1[CH2:10][OH:11] |f:0.1.2.3.4.5,7.8|.